From a dataset of the Open Reaction Database (ORD), a public repository of structured organic reaction records. describe an organic reaction: reactants, conditions, products, and yield The reactants are O=C([O-])[O-], BrCc1ccccc1, CC1(C)NC(=O)NC1=O, CC(C)=O, CCOC(C)=O, [K+], [K+]. Product: CC1(C)NC(=O)N(Cc2ccccc2)C1=O. RXN SMILES: [C:10](=[O:11])([O-:12])[O-:13].[CH2:16]([c:17]1[cH:18][cH:19][cH:20][cH:21][cH:22]1)[Br:23].[CH3:1][C:2]1([CH3:9])[C:3](=[O:8])[NH:4][C:5](=[O:7])[NH:6]1.[CH3:24][C:25](=[O:26])[CH3:27].[CH3:28][CH2:29][O:30][C:31](=[O:32])[CH3:33].[K+:14].[K+:15]>>[CH3:1][C:2]1([CH3:9])[C:3](=[O:8])[N:4]([CH2:16][c:17]2[cH:18][cH:19][cH:20][cH:21][cH:22]2)[C:5](=[O:7])[NH:6]1. Reactants: N1N=CC=C1 (pyrazole), ClC=1N=C(C2=C(N1)SC(=C2C)C)NCC2=CC(=C(C=C2)OC)Cl (2-chloro-5,6-dimethyl-4-(3-chloro-4-methoxybenzylamino)-thieno-[2,3-d]-pyrimidine). Yields the product N1(N=CC=C1)C=1N=C(C2=C(N1)SC(=C2C)C)NCC2=CC(=C(C=C2)OC)Cl (2-(pyrazol-1-yl)-5,6-dimethyl-4-(3-chloro-4-methoxybenzylamino)-thieno-[2,3-d]-pyrimidine). As a reaction SMILES: [NH:1]1[CH:5]=[CH:4][CH:3]=[N:2]1.Cl[C:7]1[N:8]=[C:9]([NH:18][CH2:19][C:20]2[CH:25]=[CH:24][C:23]([O:26][CH3:27])=[C:22]([Cl:28])[CH:21]=2)[C:10]2[C:15]([CH3:16])=[C:14]([CH3:17])[S:13][C:11]=2[N:12]=1>>[N:1]1([C:7]2[N:8]=[C:9]([NH:18][CH2:19][C:20]3[CH:25]=[CH:24][C:23]([O:26][CH3:27])=[C:22]([Cl:28])[CH:21]=3)[C:10]3[C:15]([CH3:16])=[C:14]([CH3:17])[S:13][C:11]=3[N:12]=2)[CH:5]=[CH:4][CH:3]=[N:2]1. Reported procedure: Following the procedure of Example 97, the reaction of pyrazole with 2-chloro-5,6-dimethyl-4-(3-chloro-4-methoxybenzylamino)-thieno-[2,3-d]-pyrimidine gives 2-(pyrazol-1-yl)-5,6-dimethyl-4-(3-chloro-4-methoxybenzylamino)-thieno-[2,3-d]-pyrimidine.